This data is from the Open Reaction Database (ORD), a public repository of structured organic reaction records. The task is: describe an organic reaction: reactants, conditions, products, and yield Reaction SMILES: C[O:2][C:3](=[O:25])[CH:4]([C:17]1[CH:22]=[CH:21][C:20]([Cl:23])=[C:19]([Cl:24])[CH:18]=1)[CH2:5][CH2:6][N:7]1[CH2:12][CH2:11][N:10]([S:13]([CH3:16])(=[O:15])=[O:14])[CH2:9][CH2:8]1.O[Li].O.Cl>O.C1COCC1>[Cl:24][C:19]1[CH:18]=[C:17]([CH:4]([CH2:5][CH2:6][N:7]2[CH2:8][CH2:9][N:10]([S:13]([CH3:16])(=[O:15])=[O:14])[CH2:11][CH2:12]2)[C:3]([OH:25])=[O:2])[CH:22]=[CH:21][C:20]=1[Cl:23] |f:1.2|. Product: ClC=1C=C(C=CC1Cl)C(C(=O)O)CCN1CCN(CC1)S(=O)(=O)C (2-(3,4-Dichloro-phenyl)-4-(4-methanesulfonyl-piperazin-1-yl)-butyric acid). Run in O (water), C1CCOC1 (THF). The reactants are COC(C(CCN1CCN(CC1)S(=O)(=O)C)C1=CC(=C(C=C1)Cl)Cl)=O (2-(3,4-dichloro-phenyl)-4-(4-methanesulfonyl-piperazin-1-yl)-butyric acid methyl ester), O[Li].O (LiOH.H2O), Cl (HCl). Reported procedure: A mixture of 1.42 g (3.4 mmol) 2-(3,4-dichloro-phenyl)-4-(4-methanesulfonyl-piperazin-1-yl)-butyric acid methyl ester and 0.182 g (4.3 mmol) LiOH.H2O in 30 mL water and 30 mL THF was heated to reflux for 1 h. The mixture was treated with 4N HCl aq. and evaporated to dryness. The residue was used without further purification in the subsequent step. MS(m/e): 395.0 (MH+). Reactants: CC1=NN2C(C=C(C=C2)O)=C1C=1SC(=C(N1)C1=CC=CC=C1)C1=NN(C=N1)C1OCCCC1 (2-methyl-3-{4-phenyl-5-[1-(tetrahydro-2H-pyran-2-yl)-1H-1,2,4-triazol-3-yl]-1,3-thiazol-2-yl}pyrazolo[1,5-a]pyridin-5-ol), CN(C)C=O (DMF), ClCC=1C=CC(=NC1)C(F)(F)F (5-(chloromethyl)-2-(trifluoromethyl)pyridine), C([O-])([O-])=O.[K+].[K+] (potassium carbonate). Run in CCOC(=O)C (EtOAc), O (Water). Conditions: temperature 60 celsius, time 2 hour. The product is CC1=NN2C(C=C(C=C2)OCC=2C=NC(=CC2)C(F)(F)F)=C1C=1SC(=C(N1)C1=CC=CC=C1)C1=NNC=N1 (2-methyl-3-[4-phenyl-5-(1H-1,2,4-triazol-3-yl)-1,3-thiazol-2-yl]-5-{[6-(trifluoromethyl)pyridin-3-yl]methoxy}pyrazolo[1,5-a]pyridine). The yield is 91.2%. As a reaction SMILES: [CH3:1][C:2]1[C:11]([C:12]2[S:13][C:14]([C:23]3[N:27]=[CH:26][N:25](C4CCCCO4)[N:24]=3)=[C:15]([C:17]3[CH:22]=[CH:21][CH:20]=[CH:19][CH:18]=3)[N:16]=2)=[C:5]2[CH:6]=[C:7]([OH:10])[CH:8]=[CH:9][N:4]2[N:3]=1.Cl[CH2:35][C:36]1[CH:37]=[CH:38][C:39]([C:42]([F:45])([F:44])[F:43])=[N:40][CH:41]=1.C(=O)([O-])[O-].[K+].[K+].CN(C=O)C>CCOC(C)=O.O>[CH3:1][C:2]1[C:11]([C:12]2[S:13][C:14]([C:23]3[N:27]=[CH:26][NH:25][N:24]=3)=[C:15]([C:17]3[CH:18]=[CH:19][CH:20]=[CH:21][CH:22]=3)[N:16]=2)=[C:5]2[CH:6]=[C:7]([O:10][CH2:35][C:36]3[CH:41]=[N:40][C:39]([C:42]([F:45])([F:43])[F:44])=[CH:38][CH:37]=3)[CH:8]=[CH:9][N:4]2[N:3]=1 |f:2.3.4|. Procedure details: A mixture of 2-methyl-3-{4-phenyl-5-[1-(tetrahydro-2H-pyran-2-yl)-1H-1,2,4-triazol-3-yl]-1,3-thiazol-2-yl}pyrazolo[1,5-a]pyridin-5-ol (100 mg, 0.22 mmol) obtained in Example 31-B(i), 5-(chloromethyl)-2-(trifluoromethyl)pyridine (64 mg, 0.33 mmol), potassium carbonate (60 mg, 0.44 mmol) and DMF (4 mL) was stirred at 60° C. for 2 h. Water (100 mL) and EtOAc (100 mL) were added to the reaction mixture, and the mixture was stirred for 30 min. The organic layer was washed with brine and dried over an... Procedure details: To a solution of 4-thioxo-1,3-thiazolidin-2-one (1.00 g) in ethanol (30 mL) was added cyclohexylamine (0.88 mL), and the mixture was heated under reflux overnight. The reaction mixture was concentrated under reduced pressure, the residue was purified by silica gel column chromatography (ethyl acetate/hexane), and the obtained powder was washed with ethyl acetate to give the title compound (599 mg). Product: C1(CCCCC1)NC1=NC(SC1)=O (4-(cyclohexylamino)thiazol-2(5H)-one). The solvent is C(C)O (ethanol). Reactants: S=C1NC(SC1)=O (4-thioxo-1,3-thiazolidin-2-one), C1(CCCCC1)N (cyclohexylamine). As a reaction SMILES: S=[C:2]1[CH2:6][S:5][C:4](=[O:7])[NH:3]1.[CH:8]1([NH2:14])[CH2:13][CH2:12][CH2:11][CH2:10][CH2:9]1>C(O)C>[CH:8]1([NH:14][C:2]2[CH2:6][S:5][C:4](=[O:7])[N:3]=2)[CH2:13][CH2:12][CH2:11][CH2:10][CH2:9]1. The reactants are IC1=C(C=CC=C1)N(C(CNC(=O)NC=1C=C(C=CC1)C)=O)CC(=O)OC(C)(C)C (Tert-butyl ((2-iodophenyl)-(2-(3-m-tolylureido)acetyl)amino)acetate), COC1=CC=C(C(=O)C2=C(C=CC=C2)NC(=O)CNC(NC=2C=C(C(=O)OCC=C)C=CC2)=O)C=C1 (Allyl 3-(3-(2-(4-methoxybenzoyl)phenylcarbamoylmethyl)ureido)benzoate). Product: C(C)(C)(C)OC(=O)CC(NC(NC=1C=C(C(=O)OCC=C)C=CC1)=O)C(NC1=C(C=CC=C1)C(C1=CC=C(C=C1)OC)=O)=O (Allyl 3-(3-(tert-butoxycarbonylmethyl(2-(4-methoxybenzoyl)phenyl)carbamoylmethyl)ureido)benzoate). Reaction SMILES: IC1C=CC=CC=1N([CH2:23][C:24]([O:26][C:27]([CH3:30])([CH3:29])[CH3:28])=[O:25])C(=O)CNC(NC1C=C(C)C=CC=1)=O.[CH3:31][O:32][C:33]1[CH:66]=[CH:65][C:36]([C:37]([C:39]2[CH:44]=[CH:43][CH:42]=[CH:41][C:40]=2[NH:45][C:46]([CH2:48][NH:49][C:50](=[O:64])[NH:51][C:52]2[CH:53]=[C:54]([CH:61]=[CH:62][CH:63]=2)[C:55]([O:57][CH2:58][CH:59]=[CH2:60])=[O:56])=[O:47])=[O:38])=[CH:35][CH:34]=1>>[C:27]([O:26][C:24]([CH2:23][CH:48]([C:46](=[O:47])[NH:45][C:40]1[CH:41]=[CH:42][CH:43]=[CH:44][C:39]=1[C:37](=[O:38])[C:36]1[CH:35]=[CH:34][C:33]([O:32][CH3:31])=[CH:66][CH:65]=1)[NH:49][C:50](=[O:64])[NH:51][C:52]1[CH:53]=[C:54]([CH:61]=[CH:62][CH:63]=1)[C:55]([O:57][CH2:58][CH:59]=[CH2:60])=[O:56])=[O:25])([CH3:30])([CH3:29])[CH3:28]. Procedure: According to the synthesis method of the compound 24, the compound 42b is used to synthesize the titled compound. Mp. 190°-191° C. The reactants are CC1=NC=C(N=C1)C (2,5-dimethylpyrazine), CN(C1=CC=CC=C1)C (N,N-dimethylaniline), NaNH2. Reaction conditions: temperature 170 celsius, time 1 hour. Yields the product CC=1C(=NC(=CN1)C)N (3,6-dimethylpyrazin-2-amine). Reaction SMILES: [CH3:1][C:2]1[CH:7]=[N:6][C:5]([CH3:8])=[CH:4][N:3]=1.C[N:10](C)C1C=CC=CC=1>>[CH3:8][C:5]1[C:4]([NH2:10])=[N:3][C:2]([CH3:1])=[CH:7][N:6]=1. Procedure: A mixture of 2,5-dimethylpyrazine (14 g, 0.13 mol) in N,N-dimethylaniline (50 mL) was heated to 170° C. and NaNH2 (22 g, 0.56 mol) was added in portions. The reaction mixture was stirred at 170° C. for 1 h, and the solvent was removed. The product was purified by column chromatography to give 3,6-dimethylpyrazin-2-amine as a brown solid (1.6 g). MS (ESI): m/z 124 [M+H]+.